Dataset: the Open Reaction Database (ORD), a public repository of structured organic reaction records. Task: describe an organic reaction: reactants, conditions, products, and yield Starting materials: COC1(C(CN(CC1)C1=CC=C(C=C1)N1C(O[C@H](C1)CO)=O)F)OC ((R)-{3-[4-(4,4-dimethoxy-3-fluoropiperidin-1-yl)-phenyl]-2-oxo-oxazolidin-5-ylmethyl}-alcohol), fused zinc chloride, CSC (dimethyl sulphide), C(C)(=O)Cl (acetyl chloride). Conditions: temperature 40 celsius, time 4 day. Product: O=C1C(CN(CC1)C1=CC=C(C=C1)N1C(O[C@H](C1)CO)=O)F ((R)-{3-[4-(4-oxo-3-fluoropiperidin-1-yl)-phenyl]-2-oxo-oxazolidin-5-ylmethyl}-alcohol). Yield: 49.0%. RXN SMILES: C[O:2][C:3]1(OC)[CH2:8][CH2:7][N:6]([C:9]2[CH:14]=[CH:13][C:12]([N:15]3[CH2:19][C@H:18]([CH2:20][OH:21])[O:17][C:16]3=[O:22])=[CH:11][CH:10]=2)[CH2:5][CH:4]1[F:23].CSC.C(Cl)(=O)C>>[O:2]=[C:3]1[CH2:8][CH2:7][N:6]([C:9]2[CH:14]=[CH:13][C:12]([N:15]3[CH2:19][C@H:18]([CH2:20][OH:21])[O:17][C:16]3=[O:22])=[CH:11][CH:10]=2)[CH2:5][CH:4]1[F:23]. Procedure details: To the mixture of (R)-{3-[4-(4,4-dimethoxy-3-fluoropiperidin-1-yl)-phenyl]-2-oxo-oxazolidin-5-ylmethyl}-alcohol (0.726 mmol), freshly fused zinc chloride (2.17 mmol), dimethyl sulphide (3.2 mmol), acetyl chloride (2.17 mmol) in tetrahydrofuaran (50 ml) was stirred at 40° C. for 4 days. To this reaction mixture extracted with the ethyl acetate water mixture and organic layer was dried over sodium sulfate. The removal of the solvent afforded a residue, which was chromatographed over silica gel aff... Solvent: O (H2O), C1CCOC1 (THF). Reactants: Cl[Sn]Cl (SnCl2), C(CC1=CC=CC=C1)C=1N(C2=CC=C(C=C2C1)[N+](=O)[O-])CC (2-phenethyl-1-ethyl-5-nitro-1H-indole), C(=O)(O)[O-].[Na+] (NaHCO3). Product: C(CC1=CC=CC=C1)C=1N(C2=CC=C(C=C2C1)N)CC (2-phenethyl-1-ethyl-1H-indol-5-amine). Run at temperature 70 celsius, time 8 hour. As a reaction SMILES: Cl[Sn]Cl.[CH2:4]([C:12]1[N:13]([CH2:24][CH3:25])[C:14]2[C:19]([CH:20]=1)=[CH:18][C:17]([N+:21]([O-])=O)=[CH:16][CH:15]=2)[CH2:5][C:6]1[CH:11]=[CH:10][CH:9]=[CH:8][CH:7]=1.C([O-])(O)=O.[Na+]>C1COCC1.O>[CH2:4]([C:12]1[N:13]([CH2:24][CH3:25])[C:14]2[C:19]([CH:20]=1)=[CH:18][C:17]([NH2:21])=[CH:16][CH:15]=2)[CH2:5][C:6]1[CH:11]=[CH:10][CH:9]=[CH:8][CH:7]=1 |f:2.3|. Procedure details: SnCl2 (1.2 g, 6.3 mmol) was added to a solution of 2-phenethyl-1-ethyl-5-nitro-1H-indole (0.17 g, 0.57 mmol) in THF (50 ml). The mixture was kept under stirring at 70° C. overnight. After cooling, the mixture was poured in H2O, neutralized with NaHCO3, and extracted with ethyl acetate (3×50 ml). After evaporation of the solvent under reduced pressure, the solid was purified on a chromatographic column using CHCl3 as eluent to give 2-phenethyl-1-ethyl-1H-indol-5-amine. The reactants are CO, Cl, CC(C)(C)OC(=O)N1CCCCC1C1(O)CN(C(=O)c2ccc(F)c(F)c2Nc2ccc(I)cc2F)C1, C1COCCO1. Product: O=C(c1ccc(F)c(F)c1Nc1ccc(I)cc1F)N1CC(O)(C2CCCCN2)C1. RXN SMILES: [CH3:38][OH:39].[ClH:40].[F:1][c:2]1[c:3]([NH:29][c:30]2[c:31]([F:37])[cH:32][c:33]([I:36])[cH:34][cH:35]2)[c:4]([C:9](=[O:10])[N:11]2[CH2:12][C:13]([OH:15])([CH:16]3[N:17]([C:22]([O:23][C:24]([CH3:25])([CH3:26])[CH3:27])=[O:28])[CH2:18][CH2:19][CH2:20][CH2:21]3)[CH2:14]2)[cH:5][cH:6][c:7]1[F:8].[O:41]1[CH2:42][CH2:43][O:44][CH2:45][CH2:46]1>>[F:1][c:2]1[c:3]([NH:29][c:30]2[c:31]([F:37])[cH:32][c:33]([I:36])[cH:34][cH:35]2)[c:4]([C:9](=[O:10])[N:11]2[CH2:12][C:13]([OH:15])([CH:16]3[NH:17][CH2:18][CH2:19][CH2:20][CH2:21]3)[CH2:14]2)[cH:5][cH:6][c:7]1[F:8]. The reactants are COc1ccc(CN(Cc2ccc(OC)cc2)c2nc(C)nc(-c3cc(-c4cnn(C)c4)cnc3Nc3ccc(OC)nc3)n2)cc1, O=C(O)C(F)(F)F. Yields the product COc1ccc(Nc2ncc(-c3cnn(C)c3)cc2-c2nc(C)nc(N)n2)cn1. Reaction SMILES: [CH3:1][O:2][c:3]1[cH:4][cH:5][c:6]([CH2:7][N:8]([c:9]2[n:10][c:11]([CH3:36])[n:12][c:13](-[c:15]3[c:16]([NH:27][c:28]4[cH:29][n:30][c:31]([O:34][CH3:35])[cH:32][cH:33]4)[n:17][cH:18][c:19](-[c:21]4[cH:22][n:23][n:24]([CH3:26])[cH:25]4)[cH:20]3)[n:14]2)[CH2:37][c:38]2[cH:39][cH:40][c:41]([O:42][CH3:43])[cH:44][cH:45]2)[cH:46][cH:47]1.[F:48][C:49]([F:50])([F:51])[C:52]([OH:53])=[O:54]>>[NH2:8][c:9]1[n:10][c:11]([CH3:36])[n:12][c:13](-[c:15]2[c:16]([NH:27][c:28]3[cH:29][n:30][c:31]([O:34][CH3:35])[cH:32][cH:33]3)[n:17][cH:18][c:19](-[c:21]3[cH:22][n:23][n:24]([CH3:26])[cH:25]3)[cH:20]2)[n:14]1. The reactants are OC1CN(CCC1C1=CC=C(C=C1)OC1=CC=CC=C1)C(=O)OCC1=CC=CC=C1 (benzyl 3-hydroxy-4-(4-phenoxyphenyl)piperidine-1-carboxylate), ClCC=1C=CC2=C(N(C(CO2)=O)CCCOC)C1 (6-chloromethyl-4-(3-methoxypropyl)-4H-benzo[1,4]oxazin-3-one). Yields the product COCCCN1C(COC2=C1C=C(C=C2)COC2CN(CCC2C2=CC=C(C=C2)OC2=CC=CC=C2)C(=O)OCC2=CC=CC=C2)=O (Benzyl 3-[4-(3-methoxypropyl)-3-oxo-3,4-dihydro-2H-benzo[1,4]oxazin-6-ylmethoxy]-4-(4-phenoxyphenyl)piperidine-1-carboxylate). RXN SMILES: [OH:1][CH:2]1[CH:7]([C:8]2[CH:13]=[CH:12][C:11]([O:14][C:15]3[CH:20]=[CH:19][CH:18]=[CH:17][CH:16]=3)=[CH:10][CH:9]=2)[CH2:6][CH2:5][N:4]([C:21]([O:23][CH2:24][C:25]2[CH:30]=[CH:29][CH:28]=[CH:27][CH:26]=2)=[O:22])[CH2:3]1.Cl[CH2:32][C:33]1[CH:34]=[CH:35][C:36]2[O:41][CH2:40][C:39](=[O:42])[N:38]([CH2:43][CH2:44][CH2:45][O:46][CH3:47])[C:37]=2[CH:48]=1>>[CH3:47][O:46][CH2:45][CH2:44][CH2:43][N:38]1[C:37]2[CH:48]=[C:33]([CH2:32][O:1][CH:2]3[CH:7]([C:8]4[CH:9]=[CH:10][C:11]([O:14][C:15]5[CH:20]=[CH:19][CH:18]=[CH:17][CH:16]=5)=[CH:12][CH:13]=4)[CH2:6][CH2:5][N:4]([C:21]([O:23][CH2:24][C:25]4[CH:26]=[CH:27][CH:28]=[CH:29][CH:30]=4)=[O:22])[CH2:3]3)[CH:34]=[CH:35][C:36]=2[O:41][CH2:40][C:39]1=[O:42]. Procedure: Analogously to Method D, 0.100 g of benzyl 3-hydroxy-4-(4-phenoxyphenyl)piperidine-1-carboxylate and 0.0753 g of 6-chloromethyl-4-(3-methoxypropyl)-4H-benzo[1,4]oxazin-3-one are reacted. The title compound is obtained as a colourless resin. Rf=0.31 (1:1 EtOAc-heptane); Rt=5.74. Reactants: CCOC(=O)C(C)(C)Oc1ccc(CCCC(=O)O)cc1, CN(C)C=O, CS(=O)(=O)O, COc1cccc(CN(N)C(N)=O)c1, CCOC(C)=O, [Cl-], O=C(Cl)C(=O)Cl, c1ccncc1. The product is CCOC(=O)C(C)(C)Oc1ccc(CCCC(=O)NN(Cc2cccc(OC)c2)C(N)=O)cc1. As a reaction SMILES: [CH2:1]([CH3:2])[O:3][C:4](=[O:5])[C:6]([CH3:7])([O:8][c:9]1[cH:10][cH:11][c:12]([CH2:15][CH2:16][CH2:17][C:18](=[O:19])[OH:20])[cH:13][cH:14]1)[CH3:21].[CH3:28][N:29]([CH3:30])[CH:31]=[O:32].[CH3:34][S:35]([OH:36])(=[O:37])=[O:38].[CH3:39][O:40][c:41]1[cH:42][c:43]([CH2:47][N:48]([NH2:49])[C:50](=[O:51])[NH2:52])[cH:44][cH:45][cH:46]1.[CH3:53][CH2:54][O:55][C:56](=[O:57])[CH3:58].[Cl-:33].[Cl:22][C:23]([C:24]([Cl:25])=[O:26])=[O:27].[cH:59]1[cH:60][cH:61][n:62][cH:63][cH:64]1>>[CH2:1]([CH3:2])[O:3][C:4](=[O:5])[C:6]([CH3:7])([O:8][c:9]1[cH:10][cH:11][c:12]([CH2:15][CH2:16][CH2:17][C:18](=[O:20])[NH:49][N:48]([CH2:47][c:43]2[cH:42][c:41]([O:40][CH3:39])[cH:46][cH:45][cH:44]2)[C:50](=[O:51])[NH2:52])[cH:13][cH:14]1)[CH3:21]. Starting materials: OC1CCN(CC1)C (4-hydroxy-1-methylpiperidine), BrC=1C=C(C=C(C1)F)OC (3-bromo-5-fluoroanisole), O (water), [H-].[Na+] (sodium hydride). Run in CN(C)C=O (DMF), CN(C)C=O (DMF), CN(C)C=O (DMF). Run at time 30 minute. Product: BrC=1C=C(OC2CCN(CC2)C)C=C(C1)OC (4-(3-Bromo-5-methoxyphenoxy)-1-methylpiperidine). Yield: 50.0%. RXN SMILES: [H-].[Na+].[OH:3][CH:4]1[CH2:9][CH2:8][N:7]([CH3:10])[CH2:6][CH2:5]1.[Br:11][C:12]1[CH:13]=[C:14]([O:19][CH3:20])[CH:15]=[C:16](F)[CH:17]=1.O>CN(C=O)C>[Br:11][C:12]1[CH:17]=[C:16]([CH:15]=[C:14]([O:19][CH3:20])[CH:13]=1)[O:3][CH:4]1[CH2:9][CH2:8][N:7]([CH3:10])[CH2:6][CH2:5]1 |f:0.1|. Reported procedure: To a suspension of sodium hydride (60% in mineral oil, 600 mg, 15.0 mmol) in DMF (20 mL) at 65° C. was slowly added a solution of 4-hydroxy-1-methylpiperidine (1.15 g, 10 mmol) in DMF (7.0 mL). After stirring for 30 minutes, a solution of 3-bromo-5-fluoroanisole (2.05 g, 10 mmol) in DMF (7.0 mL) was added and the reaction mixture was stirred at 65° C. for 24 h. The reaction mixture was allowed to cool to ambient temperature then was poured into water (200 mL) and extracted with ethyl acetate (2×... The reactants are ClC=1N=C(C2=C(N1)NC=C2)NC2C(CCCC2)N (N1-(2-chloro-7H-pyrrolo[2,3-d]pyrimidin-4-yl)cyclohexane-1,2-diamine), NC1=CC=C(C=C1)N(C(C)=O)C (N-(4-aminophenyl)-N-methylacetamide), C[Si](C)(C)Cl (trimethylsilyl chloride). Run in C(CCC)O (nBuOH). Reaction conditions: temperature 116 celsius. The product is NC1C(CCCC1)NC=1C2=C(N=C(N1)NC1=CC=C(C=C1)N(C(C)=O)C)NC=C2 (N-(4-(4-(2-aminocyclohexylamino)-7H-pyrrolo[2,3-d-]pyrimidin-2-ylamino)phenyl)-N-methylacetamide). Isolated yield 9.0%. RXN SMILES: Cl[C:2]1[N:3]=[C:4]([NH:11][CH:12]2[CH2:17][CH2:16][CH2:15][CH2:14][CH:13]2[NH2:18])[C:5]2[CH:10]=[CH:9][NH:8][C:6]=2[N:7]=1.[NH2:19][C:20]1[CH:25]=[CH:24][C:23]([N:26]([CH3:30])[C:27](=[O:29])[CH3:28])=[CH:22][CH:21]=1.C[Si](Cl)(C)C>C(O)CCC>[NH2:18][CH:13]1[CH2:14][CH2:15][CH2:16][CH2:17][CH:12]1[NH:11][C:4]1[C:5]2[CH:10]=[CH:9][NH:8][C:6]=2[N:7]=[C:2]([NH:19][C:20]2[CH:21]=[CH:22][C:23]([N:26]([CH3:30])[C:27](=[O:29])[CH3:28])=[CH:24][CH:25]=2)[N:3]=1. Procedure: A mixture of N1-(2-chloro-7H-pyrrolo[2,3-d]pyrimidin-4-yl)cyclohexane-1,2-diamine (44 mg, 0.17 mmol), N-(4-aminophenyl)-N-methylacetamide (56 mg, 0.34 mmol) and trimethylsilyl chloride (0.146 mL, 1.15 mmol) in nBuOH (2 mL) was heated at 116° C. for 4 h. It was then purified by HPLC to give the titled compound (6 mg). MS 394.2 (M+H); UV 201.4, 262.7, 306.7 nm. Reactants: BrCc1ccccc1, O=C([O-])[O-], CCC(C)=O, CCOC(=O)N=S(C)(=O)c1ccc(Nc2ncc(-c3nn[nH]n3)c(NC3CCCCC3)n2)cc1, [I-], [K+], [K+], [K+]. Yields the product CCOC(=O)N=S(C)(=O)c1ccc(Nc2ncc(-c3nnn(Cc4ccccc4)n3)c(NC3CCCCC3)n2)cc1. Reaction SMILES: [Br:35][CH2:36][c:37]1[cH:38][cH:39][cH:40][cH:41][cH:42]1.[C:43](=[O:44])([O-:45])[O-:46].[CH3:51][C:52](=[O:53])[CH2:54][CH3:55].[CH:1]1([NH:7][c:8]2[n:9][c:10]([NH:19][c:20]3[cH:21][cH:22][c:23]([S:26](=[O:27])(=[N:28][C:29](=[O:30])[O:31][CH2:32][CH3:33])[CH3:34])[cH:24][cH:25]3)[n:11][cH:12][c:13]2-[c:14]2[n:15][n:16][nH:17][n:18]2)[CH2:2][CH2:3][CH2:4][CH2:5][CH2:6]1.[I-:50].[K+:47].[K+:48].[K+:49]>>[CH:1]1([NH:7][c:8]2[n:9][c:10]([NH:19][c:20]3[cH:21][cH:22][c:23]([S:26](=[O:27])(=[N:28][C:29](=[O:30])[O:31][CH2:32][CH3:33])[CH3:34])[cH:24][cH:25]3)[n:11][cH:12][c:13]2-[c:14]2[n:15][n:16][n:17]([CH2:36][c:37]3[cH:38][cH:39][cH:40][cH:41][cH:42]3)[n:18]2)[CH2:2][CH2:3][CH2:4][CH2:5][CH2:6]1. The reactants are aqueous solution, S(O)(O)(=O)=O (sulfuric acid), C1(=CC=CC=C1)O (phenol), aqueous solution, Cl (HCl), C1(CCCCC1)C1=CC=C(C=C1)O (p-cyclohexylphenol), C1(CCCCC1)C1=CC=C(C=C1)O (p-cyclohexylphenol). Run at temperature 160 celsius. Yields the product C1(CCCCC1)C1=CC=C(C=C1)O.C1(=CC=CC=C1)O.C=O (p-cyclohexylphenol phenol formaldehyde). RXN SMILES: S(=O)(=O)(O)O.[C:6]1([OH:12])[CH:11]=[CH:10][CH:9]=[CH:8][CH:7]=1.Cl.[CH:14]1([C:20]2[CH:25]=[CH:24][C:23]([OH:26])=[CH:22][CH:21]=2)[CH2:19][CH2:18][CH2:17][CH2:16][CH2:15]1>>[CH:14]1([C:20]2[CH:21]=[CH:22][C:23]([OH:26])=[CH:24][CH:25]=2)[CH2:15][CH2:16][CH2:17][CH2:18][CH2:19]1.[C:6]1([OH:12])[CH:11]=[CH:10][CH:9]=[CH:8][CH:7]=1.[CH2:6]=[O:12] |f:4.5.6|. Procedure details: A 5% aqueous solution of sulfuric acid was added to the resol to neutralize it to a pH of 6, and then the aqueous layer was removed. Subsequently, 112.8 g (1.2 moles) of phenol and 11.6 g of 5% aqueous solution of HCl were added and heated to perform condensation reaction between the resol of p-cyclohexylphenol and the phenol. While distilling off the resulting water and the solvent under atmospheric pressure and then under reduced pressure, the reaction mixture was heated to 160° C. over the co...